This data is from the Open Reaction Database (ORD), a public repository of structured organic reaction records. The task is: describe an organic reaction: reactants, conditions, products, and yield RXN SMILES: [Br:1][C:2]1[N:10]=[C:9]2[C:5]([N:6]=[CH:7][N:8]2[C@@H:11]2[O:16][C@H:15]([CH2:17][OH:18])[C@@H:13]([OH:14])[CH2:12]2)=[C:4]([N:19]=[CH:20][N:21]([CH3:23])[CH3:22])[N:3]=1.N1C=CC=CC=1.[CH3:30][O:31][C:32]1[CH:53]=[CH:52][C:35]([C:36](Cl)([C:45]2[CH:50]=[CH:49][CH:48]=[CH:47][CH:46]=2)[C:37]2[CH:42]=[CH:41][C:40]([O:43][CH3:44])=[CH:39][CH:38]=2)=[CH:34][CH:33]=1>C(Cl)Cl.CO>[Br:1][C:2]1[N:10]=[C:9]2[C:5]([N:6]=[CH:7][N:8]2[C@@H:11]2[O:16][C@H:15]([CH2:17][O:18][C:36]([C:45]3[CH:50]=[CH:49][CH:48]=[CH:47][CH:46]=3)([C:37]3[CH:42]=[CH:41][C:40]([O:43][CH3:44])=[CH:39][CH:38]=3)[C:35]3[CH:34]=[CH:33][C:32]([O:31][CH3:30])=[CH:53][CH:52]=3)[C@@H:13]([OH:14])[CH2:12]2)=[C:4]([N:19]=[CH:20][N:21]([CH3:23])[CH3:22])[N:3]=1 |f:3.4|. The solvent is C(Cl)Cl.CO (CH2Cl2 MeOH). Product: BrC1=NC(=C2N=CN(C2=N1)[C@H]1C[C@H](O)[C@H](O1)COC(C1=CC=C(C=C1)OC)(C1=CC=C(C=C1)OC)C1=CC=CC=C1)N=CN(C)C (2-Bromo-9-[2-deoxy-5-O-(4,4′-dimethoxytrityl)-β-D-erythro-pentofuranosyl]-6-{[(dimethylamino)methylidene]amino}-9H-purine). The reactants are BrC1=NC(=C2N=CN(C2=N1)[C@H]1C[C@H](O)[C@H](O1)CO)N=CN(C)C (2-Bromo-9-(2-deoxy-β-D-erythro-pentofuranosyl)-6-{[(dimethylamino)methylidene]amino}-9H-purine), solid, C34H35BrN6O5, N1=CC=CC=C1 (pyridine), COC1=CC=C(C(C2=CC=C(C=C2)OC)(C2=CC=CC=C2)Cl)C=C1 (4,4′-dimethoxytrityl chloride). Reported procedure: The compound was produced as described in example 9. The following were used: compound from example 17 (250 mg, 0.65 mmol), pyridine (2 ml), 4,4′-dimethoxytrityl chloride (330 mg, 0.98 mmol). FC cf. 9. Colourless solid (260 mg, 58%). TLC (CH2Cl2/MeOH, 9:1): Rf 0.37. 1H-NMR ((D6)DMSO): 2.23, 2.68 (2m, H—C(2′)); 3.01, 3.09 (2s, CH3—N); 3.57, 3.58 (2s, CH3O); 3.84 (m, H—C(4′)); 4.33 (m, H—C(3′)); 5.24 (d, J=4.5 Hz, HO—C(3′)); 6.22 (“t”, J=5.8 Hz, H—C(1′)); 6.6-7.2 (m, aromat. H); 8.21 (s, H—C(8)); ... Starting materials: ClC1=NC=CC2=C1CN(C2=O)CC=2N=NC(=C(C2)C)OCC(F)(F)F (4-chloro-2-((5-methyl-6-(2,2,2-trifluoroethoxy)pyridazin-3-yl)methyl)-2,3-dihydro-1H-pyrrolo[3,4-c]pyridin-1-one), C(=O)OC1=CC=CC=C1 (phenyl formate). The product is CC=1C=C(N=NC1OCC(F)(F)F)CN1CC=2C(=NC=CC2C1=O)C(=O)OC1=CC=CC=C1 (phenyl 2-((5-methyl-6-(2,2,2-trifluoroethoxy)pyridazin-3-yl)methyl)-1-oxo-2,3-dihydro-1H-pyrrolo[3,4-c]pyridine-4-carboxylate). Isolated yield 64.0%. RXN SMILES: Cl[C:2]1[C:7]2[CH2:8][N:9]([CH2:12][C:13]3[N:14]=[N:15][C:16]([O:20][CH2:21][C:22]([F:25])([F:24])[F:23])=[C:17]([CH3:19])[CH:18]=3)[C:10](=[O:11])[C:6]=2[CH:5]=[CH:4][N:3]=1.[CH:26]([O:28][C:29]1[CH:34]=[CH:33][CH:32]=[CH:31][CH:30]=1)=[O:27]>>[CH3:19][C:17]1[CH:18]=[C:13]([CH2:12][N:9]2[C:10](=[O:11])[C:6]3[CH:5]=[CH:4][N:3]=[C:2]([C:26]([O:28][C:29]4[CH:34]=[CH:33][CH:32]=[CH:31][CH:30]=4)=[O:27])[C:7]=3[CH2:8]2)[N:14]=[N:15][C:16]=1[O:20][CH2:21][C:22]([F:25])([F:24])[F:23]. Procedure: The title compound is prepared in 64% yield (130 mg, colorless solid) from 4-chloro-2-((5-methyl-6-(2,2,2-trifluoroethoxy)pyridazin-3-yl)methyl)-2,3-dihydro-1H-pyrrolo[3,4-c]pyridin-1-one (170 mg, 0.46 mmol, Intermediate-67) and phenyl formate (110 mg, 0.91 mmol) in a similar manner to Intermediate-91. The reactants are CC(CCCCCCC(=O)OCCC1=CC(OC)=C(O)C=C1)C (homovanillyl 8-methylnonanoate), C(CCCCCCCCC)(=O)OCC1=CC(OC)=C(O)C=C1 (vanillyl decanoate). Product: CC(CCCCCCC(=O)OCC1=CC(OC)=C(O)C=C1)C (Vanillyl 8-methylnonanoate). Reaction SMILES: [CH3:1]C(C)CCCCCCC(OCCC1C=CC(O)=C(OC)C=1)=O.[C:24]([O:35][CH2:36][C:37]1[CH:45]=[CH:44][C:42]([OH:43])=[C:39]([O:40][CH3:41])[CH:38]=1)(=[O:34])[CH2:25][CH2:26][CH2:27][CH2:28][CH2:29][CH2:30][CH2:31][CH2:32]C>>[CH3:1][CH:31]([CH3:32])[CH2:30][CH2:29][CH2:28][CH2:27][CH2:26][CH2:25][C:24]([O:35][CH2:36][C:37]1[CH:45]=[CH:44][C:42]([OH:43])=[C:39]([O:40][CH3:41])[CH:38]=1)=[O:34]. Procedure details: Using vanillyl alcohol (1.70 g, 11.0 mmol) instead of homovanillyl alcohol, and n-decanoic acid (1.72 g, 10 mmol) instead of 8-methylnonanoic acid in Example 1, similar reaction was performed. The residue was purified by PTLC to find that the yield of the obtained vanillyl decanoate was 1.33 g (4.31 mmol, 43.1%), and vanillyl decanoate was decomposed (i.e., unstabilized) by the contact with silica gel. In contrast, the isolation yield of homovanillyl 8-methylnonanoate obtained by similar operati... RXN SMILES: [CH3:25][CH2:26][O:27][C:28](=[O:29])[CH3:30].[Cl:1][C:2]1=[C:3]([C:11](=[O:12])[c:13]2[c:14]([CH3:23])[n:15][c:16]([C:19]([F:20])([F:21])[F:22])[cH:17][cH:18]2)[C:4](=[O:10])[CH:5]2[CH2:6][CH2:7][CH:8]1[CH2:9]2.[NH3:24].[O:32]1[CH2:33][CH2:34][CH2:35][CH2:36]1.[OH2:31]>>[C:2]1([NH2:24])=[C:3]([C:11](=[O:12])[c:13]2[c:14]([CH3:23])[n:15][c:16]([C:19]([F:20])([F:21])[F:22])[cH:17][cH:18]2)[C:4](=[O:10])[CH:5]2[CH2:6][CH2:7][CH:8]1[CH2:9]2. The product is Cc1nc(C(F)(F)F)ccc1C(=O)C1=C(N)C2CCC(C2)C1=O. Reactants: CCOC(C)=O, Cc1nc(C(F)(F)F)ccc1C(=O)C1=C(Cl)C2CCC(C2)C1=O, N, C1CCOC1, O. Reactants: ClC1=CC=C(C=C1)C1=CC(=NN1C1=CC=C(C=C1)OC)CCCO (5-(4-Chlorophenyl)-3-(3-hydroxypropyl)-1-(4-methoxyphenyl) pyrazole), ClC1=CC=C(C=C1)C1=CC(=NN1C1=CC=C(C=C1)OC)CCC(=O)O (3-[5-(4-Chlorophenyl)-1-(4-methoxyphenyl)-3-pyrazolyl] propionic acid), BrC=1C(=NN(C1C1=CC=C(C=C1)Cl)C1=CC=C(C=C1)OC)CCCO (4-bromo-5-(4-chlorophenyl)-3-(3-hydroxypropyl)-1-(4-methoxyphenyl)pyrazole). Yields the product BrC=1C(=NN(C1C1=CC=C(C=C1)Cl)C1=CC=C(C=C1)OC)CCC(=O)O (3-[4-Bromo-5-(4-Chlorophenyl)-1-(4-methoxyphenyl)-3-pyrazolyl]-propionic acid). As a reaction SMILES: ClC1C=CC(C2N(C3C=CC(OC)=CC=3)N=C(CCCO)C=2)=CC=1.[Cl:25][C:26]1[CH:31]=[CH:30][C:29]([C:32]2[N:36]([C:37]3[CH:42]=[CH:41][C:40]([O:43][CH3:44])=[CH:39][CH:38]=3)[N:35]=[C:34]([CH2:45][CH2:46][C:47]([OH:49])=[O:48])[CH:33]=2)=[CH:28][CH:27]=1.[Br:50]C1C(CCCO)=NN(C2C=CC(OC)=CC=2)C=1C1C=CC(Cl)=CC=1>>[Br:50][C:33]1[C:34]([CH2:45][CH2:46][C:47]([OH:49])=[O:48])=[N:35][N:36]([C:37]2[CH:42]=[CH:41][C:40]([O:43][CH3:44])=[CH:39][CH:38]=2)[C:32]=1[C:29]1[CH:28]=[CH:27][C:26]([Cl:25])=[CH:31][CH:30]=1. Procedure: Substituting Compound 2 for the acid 12 in Example 37 afforded 4-bromo-5-(4-chlorophenyl)-3-(3-hydroxypropyl)-1-(4-methoxyphenyl)pyrazole (Compound No. 183), as an off-white solid, 87%, mp=118.5°-120°. MS, m/e 420 (M+). The reactants are N1[C@@H](C(=O)O)CCC1 ((D)-proline), O1CCOC2=C1C=CC(=C2)SC2=C(C=C(C=C2)C2=CC=NC=C2)C(F)(F)F (4-(4-(2,3-dihydro-benzo(1,4)dioxin-6-ylsulfanyl)-3-trifluoromethyl-phenyl)-pyridine), OC1CNCC1 (3-hydroxypyrrolidine). Product: title compound, O1CCOC2=C1C=CC(=C2)SC2=C(C=C(C=C2)C2=CC(=NC=C2)N2C(CCC2)C(=O)O)C(F)(F)F (1-(4-(4-(2,3-Dihydro-benzo(1,4)dioxin-6-ylsulfanyl)-3-trifluoromethyl-phenyl)-pyridin-2-yl)-pyrrolidine-2-carboxylic acid). Reaction SMILES: [O:1]1[C:6]2[CH:7]=[CH:8][C:9]([S:11][C:12]3[CH:17]=[CH:16][C:15]([C:18]4[CH:23]=[CH:22][N:21]=[CH:20][CH:19]=4)=[CH:14][C:13]=3[C:24]([F:27])([F:26])[F:25])=[CH:10][C:5]=2[O:4][CH2:3][CH2:2]1.OC1CCNC1.[NH:34]1[CH2:41][CH2:40][CH2:39][C@@H:35]1[C:36]([OH:38])=[O:37]>>[O:1]1[C:6]2[CH:7]=[CH:8][C:9]([S:11][C:12]3[CH:17]=[CH:16][C:15]([C:18]4[CH:19]=[CH:20][N:21]=[C:22]([N:34]5[CH2:41][CH2:40][CH2:39][CH:35]5[C:36]([OH:38])=[O:37])[CH:23]=4)=[CH:14][C:13]=3[C:24]([F:25])([F:26])[F:27])=[CH:10][C:5]=2[O:4][CH2:3][CH2:2]1. Procedure: The title compound was prepared according to the procedures of Example 38E, substituting compound 76 with compound 118 (0.033 g, 0.0779 mmol) and 3-hydroxypyrrolidine with (D)-proline. A yellow solid 121 was obtained (0.035 g, 70%). MS (APCI) m/z 503 (M+H)+. Reactants: S(=O)(=O)([O-])[O-] (sulfate), C([O-])([O-])=O (carbonate), P(=O)([O-])([O-])[O-] (phosphate), [Cu] (copper), [N+](=O)([O-])[O-] (nitrate), C(CC(O)(C(=O)O)CC(=O)O)(=O)O (citric acid), [Cu] (copper), [Cl-] (chloride). Yields the product S(=O)(=O)([O-])[O-].[Cu+2] (copper sulfate), C(CC(O)(C(=O)O)CC(=O)O)(=O)O (citric acid). RXN SMILES: [C:1]([OH:13])(=[O:12])[CH2:2][C:3]([CH2:8][C:9]([OH:11])=[O:10])([C:5]([OH:7])=[O:6])[OH:4].[Cu:14].C(=O)([O-])[O-].[S:19]([O-:23])([O-:22])(=[O:21])=[O:20].[Cl-].[N+]([O-])([O-])=O.P([O-])([O-])([O-])=O>>[S:19]([O-:23])([O-:22])(=[O:21])=[O:20].[Cu+2:14].[C:1]([OH:13])(=[O:12])[CH2:2][C:3]([CH2:8][C:9]([OH:11])=[O:10])([C:5]([OH:7])=[O:6])[OH:4] |f:7.8|. Procedure: This example presents a synopsis of biocidal solution design calculations for a biocidal solution comprised of citric acid (the ligand, or complexing agent) and copper. One gallon of sewage effluent containing bacteria could be treated with one drop of stock solution prepared as follows. For this example, a biocide solution of copper sulfate and citric acid is prepared. Other chemical species present in sewage effluent are carbonate, sulfate, chloride, nitrate and especially phosphate, all of wh... Starting materials: COC(CC1=CC(=C(C=C1)C=1SC(=CC1)C=1N(C=C(N1)C(F)(F)F)C1=C(C=CC=C1)Cl)C)=O ((4-{5-[1-(2-Chloro-phenyl)-4-trifluoromethyl-1H-imidazol-2-yl]-thiophen-2-yl}-3-methyl-phenyl)-acetic acid methyl ester), O.[OH-].[Li+] (Lithium hydroxide monohydrate), Cl (HCl). The solvent is mixture, C1CCOC1 (THF), O (water). Conditions: time 3 hour. The product is ClC1=C(C=CC=C1)N1C(=NC(=C1)C(F)(F)F)C1=CC=C(S1)C1=C(C=C(C=C1)CC(=O)O)C ((4-{5-[1-(2-Chloro-phenyl)-4-trifluoromethyl-1H-imidazol-2-yl]-thiophen-2-yl}-3-methyl-phenyl)-acetic acid). Isolated yield 39.4%. As a reaction SMILES: C[O:2][C:3](=[O:33])[CH2:4][C:5]1[CH:10]=[CH:9][C:8]([C:11]2[S:12][C:13]([C:16]3[N:17]([C:25]4[CH:30]=[CH:29][CH:28]=[CH:27][C:26]=4[Cl:31])[CH:18]=[C:19]([C:21]([F:24])([F:23])[F:22])[N:20]=3)=[CH:14][CH:15]=2)=[C:7]([CH3:32])[CH:6]=1.O.[OH-].[Li+].Cl>C1COCC1.O>[Cl:31][C:26]1[CH:27]=[CH:28][CH:29]=[CH:30][C:25]=1[N:17]1[CH:18]=[C:19]([C:21]([F:23])([F:24])[F:22])[N:20]=[C:16]1[C:13]1[S:12][C:11]([C:8]2[CH:9]=[CH:10][C:5]([CH2:4][C:3]([OH:33])=[O:2])=[CH:6][C:7]=2[CH3:32])=[CH:15][CH:14]=1 |f:1.2.3|. Procedure: (4-{5-[1-(2-Chloro-phenyl)-4-trifluoromethyl-1H-imidazol-2-yl]-thiophen-2-yl}-3-methyl-phenyl)-acetic acid methyl ester (123 mg, 0.25 mmol) was dissolved in 6 mL mixture of THF and water (3:1, V/V). Lithium hydroxide monohydrate (2.3 mg, 0.55 mmol) was added then. The mixture was stirred at room temperature for 3 hrs. The mixture was neutralized to pH 7 by 1N HCl, and then extracted with ethyl acetate. The combined organic layers were washed with brine, dried over Na2SO4, and concentrated in vac...